This data is from the Open Reaction Database (ORD), a public repository of structured organic reaction records. The task is: describe an organic reaction: reactants, conditions, products, and yield The reactants are CS(=O)(=O)Cl (Methanesulfonyl chloride), N[C@@H]1CC[C@H](CC1)NC(OC(C)(C)C)=O (tert-butyl trans-4-aminocyclohexylcarbamate), C(C)N(C(C)C)C(C)C (N-ethyl-N-isopropyl-2-propanamine). The solvent is ClCCl (dichloromethane). Conditions: time 30 minute. Yields the product CS(=O)(=O)N[C@@H]1CC[C@H](CC1)NC(OC(C)(C)C)=O (tert-Butyl trans-4-[(methylsulfonyl)amino]cyclohexylcarbamate). The yield is 72.0%. As a reaction SMILES: [CH3:1][S:2](Cl)(=[O:4])=[O:3].[NH2:6][C@H:7]1[CH2:12][CH2:11][C@H:10]([NH:13][C:14](=[O:20])[O:15][C:16]([CH3:19])([CH3:18])[CH3:17])[CH2:9][CH2:8]1.C(N(C(C)C)C(C)C)C>ClCCl>[CH3:1][S:2]([NH:6][C@H:7]1[CH2:12][CH2:11][C@H:10]([NH:13][C:14](=[O:20])[O:15][C:16]([CH3:18])([CH3:17])[CH3:19])[CH2:9][CH2:8]1)(=[O:4])=[O:3]. Procedure details: Methanesulfonyl chloride (0.56 g, 4.7 mmol) was added to a stirred solution of tert-butyl trans-4-aminocyclohexylcarbamate (J. Org. Chem. 8811, 61, 1996) (1.0 g, 4.7 mmol) and N-ethyl-N-isopropyl-2-propanamine (0.67 g, 0.52 mmol) in dichloromethane (30 ml). The reaction mixture was stirred for 30 min at room temperature and then partitioned between ethyl acetate (300 ml) and water (100 ml). The organic layer was washed twice with 1 molar aqueous citric acid solution and then with a saturated aqu... Reactants: OC1=CC2=C(C(CO2)=O)C=C1 (6-hydroxy-2H-benzofuran-3-one), COC=1C=C(C=O)C=CC1OCCCCCC (3-methoxy-4-hexyloxybenzaldehyde), Cl (hydrochloric acid). Run in CO (methanol). Product: COC=1C=C(C=CC1OCCCCCC)C=C1OC2=C(C1=O)C=CC(=C2)O (2-[(3-methoxy-4-hexyloxyphenyl)methylene]-6-hydroxy-3(2H)-benzofuranone). The yield is 54.6%. RXN SMILES: [OH:1][C:2]1[CH:11]=[CH:10][C:5]2[C:6](=[O:9])[CH2:7][O:8][C:4]=2[CH:3]=1.[CH3:12][O:13][C:14]1[CH:15]=[C:16]([CH:19]=[CH:20][C:21]=1[O:22][CH2:23][CH2:24][CH2:25][CH2:26][CH2:27][CH3:28])[CH:17]=O.Cl>CO>[CH3:12][O:13][C:14]1[CH:15]=[C:16]([CH:17]=[C:7]2[C:6](=[O:9])[C:5]3[CH:10]=[CH:11][C:2]([OH:1])=[CH:3][C:4]=3[O:8]2)[CH:19]=[CH:20][C:21]=1[O:22][CH2:23][CH2:24][CH2:25][CH2:26][CH2:27][CH3:28]. Reported procedure: After 6-hydroxy-2H-benzofuran-3-one 1 g and 3-methoxy-4-hexyloxybenzaldehyde 1.88 g were dissolved in methanol 60 ml, concentrated hydrochloric acid 50 ml was added, and the mixture was refluxed for 2.5 hours. After the solution was cooled to room temperature, the precipitated crystals were filtered and dried over phosphorous pentoxide at a temperature of 60° C. for four hours under reduced pressure to obtain the desired compound 1.34 g. Reactants: Cc2ccc(B1OCC(C)(C)CO1)cc2 (effective_coupling_partner), COc2ccc(c1ccccc1)cc2 (substrate). Reagents/catalysts: ICy. Run at temperature 120 celsius, time 12 hour. The product is Cc3ccc(c2ccc(c1ccccc1)cc2)cc3. The reactants are ClC=1C(=NN(C1C(=O)OCC)C)C1(CC1)Cl (ethyl 4-chloro-3-(1-chlorocyclopropyl)-1-methyl-1H-pyrazole-5-carboxylate), FC1(CC1)C1=NN(C(=C1)C(=O)OCC)C (ethyl 3-(1-fluorocyclopropyl)-1-methyl-1H-pyrazole-5-carboxylate), ClN1C(CCC1=O)=O (N-chlorosuccinimide). Yields the product ClC=1C(=NN(C1C(=O)OCC)C)C1(CC1)F (Ethyl 4-chloro-3-(1-fluorocyclopropyl)-1-methyl-1H-pyrazole-5-carboxylate). Reaction SMILES: [Cl:1][C:2]1[C:3]([C:13]2(Cl)[CH2:15][CH2:14]2)=[N:4][N:5]([CH3:12])[C:6]=1[C:7]([O:9][CH2:10][CH3:11])=[O:8].[F:17]C1(C2C=C(C(OCC)=O)N(C)N=2)CC1.ClN1C(=O)CCC1=O>>[Cl:1][C:2]1[C:3]([C:13]2([F:17])[CH2:15][CH2:14]2)=[N:4][N:5]([CH3:12])[C:6]=1[C:7]([O:9][CH2:10][CH3:11])=[O:8]. Procedure details: The preparation was carried out analogously to the preparation of ethyl 4-chloro-3-(1-chlorocyclopropyl)-1-methyl-1H-pyrazole-5-carboxylate using ethyl 3-(1-fluorocyclopropyl)-1-methyl-1H-pyrazole-5-carboxylate and 3 eq of N-chlorosuccinimide The reactants are C(C)(=O)O (acetic acid), CN1C(=NC=C1)C=O (1-methyl-2-imidazole carboxaldehyde), C(#N)[BH3-].[Na+] (sodium cyanoborohydride), N1C(=NC=C1)CNCC=1C=C2CC(C(C2=CC1)OC)CCCCN(CCC)CCC ([4-(5-{[(imidazol-2-ylmethyl)-amino]-methyl}-1-methoxyindan-2-yl)-butyl]-dipropylamine). Run in CO (methanol). Conditions: time 3 hour. Product: N1C(=NC=C1)CN(CC=1N(C=CN1)C)CC=1C=C2CC(C(C2=CC1)OC)CCCCN(CCC)CCC ([4-(5-{[(imidazol-2-ylmethyl)-(1-methylimidazol-2-ylmethyl)-amino]-methyl}-1-methoxy-indan-2-yl)-butyl]-dipropylamine). Reaction SMILES: [NH:1]1[CH:5]=[CH:4][N:3]=[C:2]1[CH2:6][NH:7][CH2:8][C:9]1[CH:10]=[C:11]2[C:15](=[CH:16][CH:17]=1)[CH:14]([O:18][CH3:19])[CH:13]([CH2:20][CH2:21][CH2:22][CH2:23][N:24]([CH2:28][CH2:29][CH3:30])[CH2:25][CH2:26][CH3:27])[CH2:12]2.[CH3:31][N:32]1[CH:36]=[CH:35][N:34]=[C:33]1[CH:37]=O.C([BH3-])#N.[Na+].C(O)(=O)C>CO>[NH:1]1[CH:5]=[CH:4][N:3]=[C:2]1[CH2:6][N:7]([CH2:8][C:9]1[CH:10]=[C:11]2[C:15](=[CH:16][CH:17]=1)[CH:14]([O:18][CH3:19])[CH:13]([CH2:20][CH2:21][CH2:22][CH2:23][N:24]([CH2:28][CH2:29][CH3:30])[CH2:25][CH2:26][CH3:27])[CH2:12]2)[CH2:37][C:33]1[N:32]([CH3:31])[CH:36]=[CH:35][N:34]=1 |f:2.3|. Procedure: The compound (54.8 mg) obtained in Example 127-14 was dissolved in methanol (2.74 ml) and added with 1-methyl-2-imidazole carboxaldehyde (21.9 mg) and sodium cyanoborohydride (16.7 mg). Then, the solution was adjusted to pH 4 with acetic acid and stirred at room temperature for 3 hours. The reaction solution was concentrated under reduced pressure and added with saturated saline solution. The solution was subjected to separation/extraction with chloroform. The extract was dried with anhydrous so... Reactants: C1CCOC1, COC(=O)c1c(C)sc2cc(Oc3ccnc4cc(C(=O)N5CCC(OC)C5)sc34)ccc12, COc1ccc2cc(C)sc2c1, CO, Cl, [Li+], [OH-], O, O, O. Product: COC1CCN(C(=O)c2cc3nccc(Oc4ccc5c(C(=O)O)c(C)sc5c4)c3s2)C1. Reaction SMILES: [CH2:50]1[O:51][CH2:52][CH2:53][CH2:54]1.[CH3:1][O:2][CH:3]1[CH2:4][N:5]([C:8](=[O:9])[c:10]2[cH:11][c:12]3[n:13][cH:14][cH:15][c:16]([O:19][c:20]4[cH:21][cH:22][c:23]5[c:24]([s:25][c:26]([CH3:32])[c:27]5[C:28](=[O:29])[O:30][CH3:31])[cH:33]4)[c:17]3[s:18]2)[CH2:6][CH2:7]1.[CH3:34][O:35][c:36]1[cH:37][cH:38][c:39]2[cH:40][c:41]([CH3:42])[s:43][c:44]2[cH:45]1.[CH3:55][OH:56].[ClH:49].[Li+:47].[OH-:46].[OH2:48].[OH2:57].[OH2:58]>>[CH3:1][O:2][CH:3]1[CH2:4][N:5]([C:8](=[O:9])[c:10]2[cH:11][c:12]3[n:13][cH:14][cH:15][c:16]([O:19][c:20]4[cH:21][cH:22][c:23]5[c:24]([s:25][c:26]([CH3:32])[c:27]5[C:28](=[O:29])[OH:30])[cH:33]4)[c:17]3[s:18]2)[CH2:6][CH2:7]1.